Dataset: the Open Reaction Database (ORD), a public repository of structured organic reaction records. Task: describe an organic reaction: reactants, conditions, products, and yield Reactants: C(C)(CC)[Li] (sec-butyllithium), CC12COC(OC1)(OC2)COC2=CC=C(C=C2)C(F)(F)F (4-Methyl-1-[[4-(trifluoromethyl)phenoxy]methyl]-2,6,7-trioxabicyclo[2.2.2]octane), COB(OC)OC (Trimethylborate). The solvent is C1CCOC1 (THF). Reaction conditions: temperature -40 celsius, time 0.5 hour. The product is B(O)(O)C1=C(OCC(=O)O)C=CC(=C1)C(F)(F)F ([2-Borono-4-(trifluoromethyl)phenoxy]-acetic acid). Reaction SMILES: C([Li])(CC)C.CC12CO[C:10]([CH2:15][O:16][C:17]3[CH:22]=[CH:21][C:20]([C:23]([F:26])([F:25])[F:24])=[CH:19][CH:18]=3)([O:11]C1)[O:9]C2.C[O:28][B:29](OC)[O:30]C>C1COCC1>[B:29]([C:18]1[CH:19]=[C:20]([C:23]([F:26])([F:25])[F:24])[CH:21]=[CH:22][C:17]=1[O:16][CH2:15][C:10]([OH:11])=[O:9])([OH:30])[OH:28]. Reported procedure: A solution of sec-butyllithium (66 ml, 1.4M in cyclohexane) was added dropwise over 10 min to a stirred solution of the product from step (iii) (9.44 g) in THF (100 ml) at −78° C. After 3 h the mixture was warmed to −40° C. for 5 min, then cooled to −78° C. Trimethylborate (14.1 ml) was added, then after 10 min the reaction quenched with 2M hydrochloric acid. The mixture was warmed to RT and the organic phase separated. The aqueous layer was extracted with ethylacetate, the organics combined and...